Dataset: the Open Reaction Database (ORD), a public repository of structured organic reaction records. Task: describe an organic reaction: reactants, conditions, products, and yield The reactants are C(C)(C)(C)ON=C1C=C(OC2=CC(=CC=C12)Br)C=1N=CC2=CC=CC=C2C1 (7-bromo-2-isoquinolin-3-yl-chromen-4-one O-tert-butyl oxime), CN1CCN(CC1)CCCN (3-(4-methyl-piperazin-1-yl)-propylamine). Yields the product C1=NC(=CC2=CC=CC=C12)C=1OC2=CC(=CC=C2C(C1)=NO)NCCCN1CCN(CC1)C (2-isoquinolin-3-yl-7-[3-(4-methyl-piperazin-1-yl)-propylamino]-chromen-4-one oxime), title compound. As a reaction SMILES: C([O:5][N:6]=[C:7]1[C:16]2[C:11](=[CH:12][C:13](Br)=[CH:14][CH:15]=2)[O:10][C:9]([C:18]2[N:19]=[CH:20][C:21]3[C:26]([CH:27]=2)=[CH:25][CH:24]=[CH:23][CH:22]=3)=[CH:8]1)(C)(C)C.[CH3:28][N:29]1[CH2:34][CH2:33][N:32]([CH2:35][CH2:36][CH2:37][NH2:38])[CH2:31][CH2:30]1>>[CH:20]1[C:21]2[C:26](=[CH:25][CH:24]=[CH:23][CH:22]=2)[CH:27]=[C:18]([C:9]2[O:10][C:11]3[C:16]([C:7](=[N:6][OH:5])[CH:8]=2)=[CH:15][CH:14]=[C:13]([NH:38][CH2:37][CH2:36][CH2:35][N:32]2[CH2:33][CH2:34][N:29]([CH3:28])[CH2:30][CH2:31]2)[CH:12]=3)[N:19]=1. Reported procedure: 2-isoquinolin-3-yl-7-[3-(4-methyl-piperazin-1-yl)-propylamino]-chromen-4-one oxime was prepared in 19% overall yield using the method described in examples 45, starting from 7-bromo-2-isoquinolin-3-yl-chromen-4-one O-tert-butyl oxime (example 2B) and 3-(4-methyl-piperazin-1-yl)-propylamine. The title compound was isolated as a yellow solid. Reported procedure: To a solution of 3-Methoxy-5-methyl-isoxazole (0.60 g, 5.0 mmol) in AcOH (15 mL) is added N-iodosuccinimide (1.10 g, 5.00 mmol) at 60° C. under nitrogen. Then the reaction mixture is stirred at 60° C. for 2 h. The mixture is concentrated in vacuo to give an oil. This oil is purified by column chromatography on silica gel to give the desired compound. Run at temperature 60 celsius, time 2 hour. Run in CC(=O)O (AcOH). RXN SMILES: [CH3:1][O:2][C:3]1[CH:7]=[C:6]([CH3:8])[O:5][N:4]=1.[I:9]N1C(=O)CCC1=O>CC(O)=O>[I:9][C:7]1[C:3]([O:2][CH3:1])=[N:4][O:5][C:6]=1[CH3:8]. Yields the product IC=1C(=NOC1C)OC (4-Iodo-3-methoxy-5-methyl-isoxazole). Starting materials: COC1=NOC(=C1)C (3-Methoxy-5-methyl-isoxazole), IN1C(CCC1=O)=O (N-iodosuccinimide). The reactants are Oc1cc(F)ccc1Br, O=C([O-])[O-], CC(C)=O, CI, [K+], [K+], O. The product is COc1cc(F)ccc1Br. As a reaction SMILES: [Br:1][c:2]1[c:3]([OH:9])[cH:4][c:5]([F:8])[cH:6][cH:7]1.[C:12](=[O:13])([O-:14])[O-:15].[CH3:19][C:20](=[O:21])[CH3:22].[I:10][CH3:11].[K+:16].[K+:17].[OH2:18]>>[Br:1][c:2]1[c:3]([O:9][CH3:12])[cH:4][c:5]([F:8])[cH:6][cH:7]1. Starting materials: C(#N)C=1C=C(C=CC1)N(N)CC(=O)OC (Methyl [1-(3-cyanophenyl)hydrazino]acetate), CN=C=O (Methyl isocyanate). Solvent: C(C)#N (acetonitrile). Reaction conditions: time 2 hour. The product is C(#N)C=1C=C(C=CC1)N1NC(N(C(C1)=O)C)=O (1-(3-Cyanophenyl)-dihydro-4-methyl-1,2,4-triazine-3,5-(2H,4H)-dione). RXN SMILES: [C:1]([C:3]1[CH:4]=[C:5]([N:9]([CH2:11][C:12]([O:14]C)=O)[NH2:10])[CH:6]=[CH:7][CH:8]=1)#[N:2].[CH3:16][N:17]=[C:18]=[O:19]>C(#N)C>[C:1]([C:3]1[CH:4]=[C:5]([N:9]2[CH2:11][C:12](=[O:14])[N:17]([CH3:16])[C:18](=[O:19])[NH:10]2)[CH:6]=[CH:7][CH:8]=1)#[N:2]. Procedure details: Methyl [1-(3-cyanophenyl)hydrazino]acetate (700 mg) was dissolved in dry acetonitrile (10 ml) under nitrogen. Methyl isocyanate (0.7 ml) was added to the reaction mixture which was then heated at reflux for 1.5 h. The solvent was removed in vacuo and the oily residue was dissolved in methanol (10 ml) under nitrogen. Sodium methoxide (2.17M solution in methanol; 3.9 ml) was added and the solution was stirred at room temperature for 2 h. The reaction was poured into pH 6.5 phosphate buffer (100 ml... Reactants: CCOC=C(C(=O)OCC)C(=O)OCC, Nc1ccn(Cc2ccccc2)n1, CCO. The product is CCOC(=O)C(=CNc1ccn(Cc2ccccc2)n1)C(=O)OCC. As a reaction SMILES: [CH2:14]([O:15][CH:17]=[C:18]([C:19](=[O:20])[O:21][CH2:22][CH3:23])[C:24](=[O:25])[O:26][CH2:27][CH3:28])[CH3:16].[CH2:1]([c:2]1[cH:3][cH:4][cH:5][cH:6][cH:7]1)[n:8]1[n:9][c:10]([NH2:13])[cH:11][cH:12]1.[CH3:29][CH2:30][OH:31]>>[CH2:1]([c:2]1[cH:3][cH:4][cH:5][cH:6][cH:7]1)[n:8]1[n:9][c:10]([NH:13][CH:17]=[C:18]([C:19](=[O:20])[O:21][CH2:22][CH3:23])[C:24](=[O:25])[O:26][CH2:27][CH3:28])[cH:11][cH:12]1.